Dataset: the Open Reaction Database (ORD), a public repository of structured organic reaction records. Task: describe an organic reaction: reactants, conditions, products, and yield The reactants are CN=C=S, CCO, N=C(N)Nc1nc(CSCCN)ns1. Product: CNC(=S)NCCSCc1nsc(NC(=N)N)n1. RXN SMILES: [CH3:15][N:16]=[C:17]=[S:18].[CH3:19][CH2:20][OH:21].[NH2:1][CH2:2][CH2:3][S:4][CH2:5][c:6]1[n:7][s:8][c:9]([NH:11][C:12](=[NH:13])[NH2:14])[n:10]1>>[NH:1]([CH2:2][CH2:3][S:4][CH2:5][c:6]1[n:7][s:8][c:9]([NH:11][C:12](=[NH:13])[NH2:14])[n:10]1)[C:17]([NH:16][CH3:15])=[S:18]. Starting materials: C(C1=CC=CC=C1)OC(=O)N1C(CCCC1)=O (N-(benzyloxycarbonyl)piperidone), Cl.C(C1=CC=CC=C1)N (benzylamine hydrochloride), aqueous solution, [C-]#N.[K+] (potassium cyanide). The solvent is CO (methanol), O (water). Conditions: time 8 hour. The product is Cl.C(C1=CC=CC=C1)NC1(CCN(CC1)C(=O)OCC1=CC=CC=C1)C#N (benzyl 4-benzylamino-4-cyanopiperidine-1-carboxylate hydrochloride). Reaction SMILES: [CH2:1]([O:8][C:9]([N:11]1[CH2:16][CH2:15][CH2:14][CH2:13][C:12]1=O)=[O:10])[C:2]1[CH:7]=[CH:6][CH:5]=[CH:4][CH:3]=1.[ClH:18].[CH2:19]([NH2:26])[C:20]1[CH:25]=[CH:24][CH:23]=[CH:22][CH:21]=1.[C-:27]#[N:28].[K+]>CO.O>[ClH:18].[CH2:19]([NH:26][C:14]1([C:27]#[N:28])[CH2:15][CH2:16][N:11]([C:9]([O:8][CH2:1][C:2]2[CH:7]=[CH:6][CH:5]=[CH:4][CH:3]=2)=[O:10])[CH2:12][CH2:13]1)[C:20]1[CH:25]=[CH:24][CH:23]=[CH:22][CH:21]=1 |f:1.2,3.4,7.8|. Reported procedure: 11.65 g (50 mmol) N-(benzyloxycarbonyl)piperidone (prepared from 4-piperidone and benzyl chloroformate according to Chem. Pharm. Bull. 1982, 30, 1084) and 7.2 g (50 mmol) benzylamine hydrochloride were dissolved in a mixture of 20 ml methanol and 10 ml water. The solution was kept at 0° C., while 15 ml of an aqueous solution of 3.26 g (50 mmol) potassium cyanide were added dropwise. After stirring overnight at room temperature a crystalline solid had been formed, which was collected by filtratio...